The task is: describe an organic reaction: reactants, conditions, products, and yield. This data is from the Open Reaction Database (ORD), a public repository of structured organic reaction records. The reactants are COc1cccc(C(=O)Cl)c1, CCOC(=O)c1cncc2c(COc3cccc(N)c3)csc12. The product is CCOC(=O)c1cncc2c(COc3cccc(NC(=O)c4cccc(OC)c4)c3)csc12. Reaction SMILES: [C:24]([c:25]1[cH:26][c:27]([O:31][CH3:32])[cH:28][cH:29][cH:30]1)(=[O:33])[Cl:34].[CH2:1]([CH3:2])[O:3][C:4](=[O:5])[c:6]1[c:7]2[c:8]([cH:9][n:10][cH:11]1)[c:12]([CH2:15][O:16][c:17]1[cH:18][c:19]([NH2:23])[cH:20][cH:21][cH:22]1)[cH:13][s:14]2>>[CH2:1]([CH3:2])[O:3][C:4](=[O:5])[c:6]1[c:7]2[c:8]([cH:9][n:10][cH:11]1)[c:12]([CH2:15][O:16][c:17]1[cH:18][c:19]([NH:23][C:24]([c:25]3[cH:26][c:27]([O:31][CH3:32])[cH:28][cH:29][cH:30]3)=[O:33])[cH:20][cH:21][cH:22]1)[cH:13][s:14]2. Reactants: C(C)(C)N1CCN(CC1)C(=O)C=1C=C2C=C(NC2=CC1)C(=O)O (5-(4-isopropyl-piperazine-1-carbonyl)-1H-indole-2-carboxylic acid), Cl (hydrochloride), F[B-](F)(F)F.N1(N=NC2=C1C=CC=C2)OC(=[N+](C)C)N(C)C (O-(benzotriazol-1-yl)-N,N,N′,N′-tetramethyluronium tetrafluoroborate), FC1CNCCC1 (3-fluoropiperidine), C(C)(C)N(C(C)C)CC (N,N-diisopropylethylamine). Solvent: CN(C=O)C (N,N-dimethylformamide). The product is FC1CN(CCC1)C(=O)C=1NC2=CC=C(C=C2C1)C(=O)N1CCN(CC1)C(C)C ((3-Fluoro-piperidin-1-yl)-[5-(4-isopropyl-piperazine-1-carbonyl)-1H-indol-2-yl]-methanone). RXN SMILES: [CH:1]([N:4]1[CH2:9][CH2:8][N:7]([C:10]([C:12]2[CH:13]=[C:14]3[C:18](=[CH:19][CH:20]=2)[NH:17][C:16]([C:21](O)=[O:22])=[CH:15]3)=[O:11])[CH2:6][CH2:5]1)([CH3:3])[CH3:2].Cl.F[B-](F)(F)F.N1(OC(N(C)C)=[N+](C)C)C2C=CC=CC=2N=N1.[F:47][CH:48]1[CH2:53][CH2:52][CH2:51][NH:50][CH2:49]1.C(N(CC)C(C)C)(C)C>CN(C)C=O>[F:47][CH:48]1[CH2:53][CH2:52][CH2:51][N:50]([C:21]([C:16]2[NH:17][C:18]3[C:14]([CH:15]=2)=[CH:13][C:12]([C:10]([N:7]2[CH2:8][CH2:9][N:4]([CH:1]([CH3:2])[CH3:3])[CH2:5][CH2:6]2)=[O:11])=[CH:20][CH:19]=3)=[O:22])[CH2:49]1 |f:2.3|. Procedure: The title compound was synthesized in analogy to example 1, from 5-(4-isopropyl-piperazine-1-carbonyl)-1H-indole-2-carboxylic acid 1:1 hydrochloride, O-(benzotriazol-1-yl)-N,N,N′,N′-tetramethyluronium tetrafluoroborate (commercially available), 3-fluoropiperidine (commercially available) and N,N-diisopropylethylamine in N,N-dimethylformamide to give the desired product after purification by preparative HPLC on reversed phase eluting with a gradient formed from acetonitrile/water/formic acid.